Dataset: the Open Reaction Database (ORD), a public repository of structured organic reaction records. Task: describe an organic reaction: reactants, conditions, products, and yield Starting materials: COC([C@H](CC1=C(C=C(C=C1)OCC=1N=C(SC1)C1=CC=C(C=C1)Cl)CC)OCC)=O ((2S)-3-{4-[2-(4-chloro-phenyl)-thiazol-4-ylmethoxy]-2-ethyl-phenyl}-2-ethoxy-propionic acid methyl ester), [Li+].[OH-] (LiOH). Yields the product ClC1=CC=C(C=C1)C=1SC=C(N1)COC1=CC(=C(C=C1)C[C@@H](C(=O)O)OCC)CC ((2S)-3-{4-[2-(4-chloro-phenyl)-thiazol-4-ylmethoxy]-2-ethyl-phenyl}-2-ethoxy-propionic acid). As a reaction SMILES: C[O:2][C:3](=[O:31])[C@@H:4]([O:28][CH2:29][CH3:30])[CH2:5][C:6]1[CH:11]=[CH:10][C:9]([O:12][CH2:13][C:14]2[N:15]=[C:16]([C:19]3[CH:24]=[CH:23][C:22]([Cl:25])=[CH:21][CH:20]=3)[S:17][CH:18]=2)=[CH:8][C:7]=1[CH2:26][CH3:27].[Li+].[OH-]>>[Cl:25][C:22]1[CH:23]=[CH:24][C:19]([C:16]2[S:17][CH:18]=[C:14]([CH2:13][O:12][C:9]3[CH:10]=[CH:11][C:6]([CH2:5][C@H:4]([O:28][CH2:29][CH3:30])[C:3]([OH:31])=[O:2])=[C:7]([CH2:26][CH3:27])[CH:8]=3)[N:15]=2)=[CH:20][CH:21]=1 |f:1.2|. Procedure: In analogy to the procedure described in example 10 d], (2S)-3-{4-[2-(4-chloro-phenyl)-thiazol-4-ylmethoxy]-2-ethyl-phenyl}-2-ethoxy-propionic acid methyl ester was treated with LiOH to obtain (2S)-3-{4-[2-(4-chloro-phenyl)-thiazol-4-ylmethoxy]-2-ethyl-phenyl}-2-ethoxy-propionic acid as light yellow solid. Reactants: aqueous solution, ammonium sulfide, C(C)O (ethanol), C(C)(=O)OCC (ethyl acetate), C(C#CC)N1C(=NC(=C1C(=O)OCC)C#N)N1CCN(CC1)C(=O)OC(C)(C)C (t-butyl 4-[1-(2-butynyl)-4-cyano-5-ethoxycarbonyl-1H-imidazol-2-yl]piperazine-1-carboxylate). Reported procedure: 5 ml of an aqueous solution of 50% ammonium sulfide was added to a 20-ml ethanol solution containing 0.80 g of t-butyl 4-[1-(2-butynyl)-4-cyano-5-ethoxycarbonyl-1H-imidazol-2-yl]piperazine-1-carboxylate, and the mixture was heated at 60° C. for 14 hours. 100 ml of ethyl acetate and 50 ml of water were added to the mixture, and the organic layer was washed successively with 50 ml of water and 50 ml of a saturated sodium chloride solution. The reaction solution was dried over anhydrous magnesium s... The product is C(C#CC)N1C(=NC(=C1C(=O)OCC)C(N)=S)N1CCN(CC1)C(=O)OC(C)(C)C (t-Butyl 4-[1-(2-butynyl)-5-ethoxycarbonyl-4-thiocarbamoyl-1H-imidazol-2-yl]piperazine-1-carboxylate). Run at temperature 60 celsius. RXN SMILES: [NH4+]=[S:2].C(O)C.[CH2:6]([N:10]1[C:14]([C:15]([O:17][CH2:18][CH3:19])=[O:16])=[C:13]([C:20]#[N:21])[N:12]=[C:11]1[N:22]1[CH2:27][CH2:26][N:25]([C:28]([O:30][C:31]([CH3:34])([CH3:33])[CH3:32])=[O:29])[CH2:24][CH2:23]1)[C:7]#[C:8][CH3:9].C(OCC)(=O)C>O>[CH2:6]([N:10]1[C:14]([C:15]([O:17][CH2:18][CH3:19])=[O:16])=[C:13]([C:20](=[S:2])[NH2:21])[N:12]=[C:11]1[N:22]1[CH2:27][CH2:26][N:25]([C:28]([O:30][C:31]([CH3:33])([CH3:32])[CH3:34])=[O:29])[CH2:24][CH2:23]1)[C:7]#[C:8][CH3:9]. Run in O (water).